Dataset: the Open Reaction Database (ORD), a public repository of structured organic reaction records. Task: describe an organic reaction: reactants, conditions, products, and yield Starting materials: C(C1=CC=CC=C1)N[C@@H]1[C@@H](CN(CC1)C(=O)OC(C)(C)C)F (cis-4-benzylamino-1-tert-butoxycarbonyl-3-fluoropiperidine), FC(C(=O)O)(F)F (trifluoroacetic acid), CO (methanol). The solvent is ClCCl (dichloromethane). Reaction conditions: time 140 minute. Yields the product C(C1=CC=CC=C1)N[C@@H]1[C@@H](CNCC1)F (cis-4-Benzylamino-3-fluoropiperidine). Isolated yield 93.7%. RXN SMILES: [CH2:1]([NH:8][C@H:9]1[CH2:14][CH2:13][N:12](C(OC(C)(C)C)=O)[CH2:11][C@H:10]1[F:22])[C:2]1[CH:7]=[CH:6][CH:5]=[CH:4][CH:3]=1.FC(F)(F)C(O)=O.CO>ClCCl>[CH2:1]([NH:8][C@H:9]1[CH2:14][CH2:13][NH:12][CH2:11][C@H:10]1[F:22])[C:2]1[CH:3]=[CH:4][CH:5]=[CH:6][CH:7]=1. Procedure: To a solution of cis-4-benzylamino-1-tert-butoxycarbonyl-3-fluoropiperidine (0.9087 g, 2.95 mmol) in anhydrous dichloromethane (5 mL) under argon was added trifluoroacetic acid (2.5 mL) and the solution was stirred at room temperature under argon for 140 min. Anhydrous methanol (1 mL) was added and the solvents were removed in vacuo. More methanol (2 mL) was added and removed in vacuo. The residue was partitioned between CH2Cl2 (30 mL) and dilute NaOH solution (20 mL). The aqueous layer was furt... The product is Nc1ccc(Oc2ccnc(N)c2)cc1. Reaction SMILES: [CH3:20][CH2:21][OH:22].[CH3:23][N:24]([CH3:25])[CH:26]=[O:27].[Cl-:18].[Fe:28].[NH2:1][c:2]1[n:3][cH:4][cH:5][c:6]([O:8][c:9]2[cH:10][cH:11][c:12]([N+:15]([O-:16])=[O:17])[cH:13][cH:14]2)[cH:7]1.[NH4+:19].[OH2:29]>>[NH2:1][c:2]1[n:3][cH:4][cH:5][c:6]([O:8][c:9]2[cH:10][cH:11][c:12]([NH2:15])[cH:13][cH:14]2)[cH:7]1. The reactants are CCO, CN(C)C=O, [Cl-], [Fe], Nc1cc(Oc2ccc([N+](=O)[O-])cc2)ccn1, [NH4+], O.